This data is from the Open Reaction Database (ORD), a public repository of structured organic reaction records. The task is: describe an organic reaction: reactants, conditions, products, and yield Starting materials: C=CCc1c(OCc2ccccc2)cc(C(=O)OC)cc1C(=O)OC, CO, ClCCl, O=[O+][O-]. Yields the product COC(=O)c1cc(OCc2ccccc2)c(CC=O)c(C(=O)OC)c1. RXN SMILES: [CH2:1]([CH:2]=[CH2:3])[c:4]1[c:5]([C:22](=[O:23])[O:24][CH3:25])[cH:6][c:7]([C:8](=[O:9])[O:10][CH3:11])[cH:12][c:13]1[O:14][CH2:15][c:16]1[cH:17][cH:18][cH:19][cH:20][cH:21]1.[CH3:32][OH:33].[Cl:29][CH2:30][Cl:31].[O-:26][O+:27]=[O:28]>>[CH2:1]([CH:2]=[O:26])[c:4]1[c:5]([C:22](=[O:23])[O:24][CH3:25])[cH:6][c:7]([C:8](=[O:9])[O:10][CH3:11])[cH:12][c:13]1[O:14][CH2:15][c:16]1[cH:17][cH:18][cH:19][cH:20][cH:21]1. Reactants: O=C1OC2(CCN(C(=O)C3(c4ccc(Br)cc4)CC3)C2)c2ccccc21, CC(C)(C)P(C(C)(C)C)C(C)(C)C, Cc1ccc(C=CB(O)O)cc1, [F-], [K+], C1CCOC1, O=C(C=Cc1ccccc1)C=Cc1ccccc1, O=C(C=Cc1ccccc1)C=Cc1ccccc1, O=C(C=Cc1ccccc1)C=Cc1ccccc1, [Pd], [Pd]. Yields the product Cc1ccc(C=Cc2ccc(C3(C(=O)N4CCC5(C4)OC(=O)c4ccccc45)CC3)cc2)cc1. Reaction SMILES: [Br:1][c:2]1[cH:3][cH:4][c:5]([C:8]2([C:11](=[O:12])[N:13]3[CH2:14][C:15]4([O:16][C:17](=[O:24])[c:18]5[c:19]4[cH:20][cH:21][cH:22][cH:23]5)[CH2:25][CH2:26]3)[CH2:9][CH2:10]2)[cH:6][cH:7]1.[C:39]([P:40]([C:41]([CH3:42])([CH3:43])[CH3:44])[C:45]([CH3:46])([CH3:47])[CH3:48])([CH3:49])([CH3:50])[CH3:51].[CH3:27][c:28]1[cH:29][cH:30][c:31]([CH:34]=[CH:35][B:36]([OH:37])[OH:38])[cH:32][cH:33]1.[F-:52].[K+:53].[O:54]1[CH2:55][CH2:56][CH2:57][CH2:58]1.[O:61]=[C:62]([CH:63]=[CH:64][c:65]1[cH:66][cH:67][cH:68][cH:69][cH:70]1)[CH:71]=[CH:72][c:73]1[cH:74][cH:75][cH:76][cH:77][cH:78]1.[O:79]=[C:80]([CH:81]=[CH:82][c:83]1[cH:84][cH:85][cH:86][cH:87][cH:88]1)[CH:89]=[CH:90][c:91]1[cH:92][cH:93][cH:94][cH:95][cH:96]1.[O:97]=[C:98]([CH:99]=[CH:100][c:101]1[cH:102][cH:103][cH:104][cH:105][cH:106]1)[CH:107]=[CH:108][c:109]1[cH:110][cH:111][cH:112][cH:113][cH:114]1.[Pd:59].[Pd:60]>>[c:2]1([CH:35]=[CH:34][c:31]2[cH:30][cH:29][c:28]([CH3:27])[cH:33][cH:32]2)[cH:3][cH:4][c:5]([C:8]2([C:11](=[O:12])[N:13]3[CH2:14][C:15]4([O:16][C:17](=[O:24])[c:18]5[c:19]4[cH:20][cH:21][cH:22][cH:23]5)[CH2:25][CH2:26]3)[CH2:9][CH2:10]2)[cH:6][cH:7]1. Reactants: C(C)OC(CCCOC1=C(C(=CC=C1)CCCCCCOC=1C=C(C=C(C1)C1=CSC=C1)C1=CC=CC=C1)CCC(=O)OCC)=O (4-{2-(2-ethoxycarbonyl-ethyl)-3-[6-(5-thiophen-3-yl-biphenyl-3-yloxy)-hexyl]-phenoxy}-butyric acid ethyl ester), [OH-].[Na+] (NaOH). The product is C(=O)(O)CCC1=C(OCCCC(=O)O)C=CC=C1CCCCCCOC=1C=C(C=C(C1)C1=CSC=C1)C1=CC=CC=C1 (4-{2-(2-carboxy-ethyl)-3-[6-(5-thiophen-3-yl-biphenyl-3-yloxy)-hexyl]-phenoxy}-butyric acid). The yield is 72.1%. RXN SMILES: C([O:3][C:4](=[O:46])[CH2:5][CH2:6][CH2:7][O:8][C:9]1[CH:14]=[CH:13][CH:12]=[C:11]([CH2:15][CH2:16][CH2:17][CH2:18][CH2:19][CH2:20][O:21][C:22]2[CH:23]=[C:24]([C:33]3[CH:38]=[CH:37][CH:36]=[CH:35][CH:34]=3)[CH:25]=[C:26]([C:28]3[CH:32]=[CH:31][S:30][CH:29]=3)[CH:27]=2)[C:10]=1[CH2:39][CH2:40][C:41]([O:43]CC)=[O:42])C.[OH-].[Na+]>>[C:41]([CH2:40][CH2:39][C:10]1[C:11]([CH2:15][CH2:16][CH2:17][CH2:18][CH2:19][CH2:20][O:21][C:22]2[CH:23]=[C:24]([C:33]3[CH:34]=[CH:35][CH:36]=[CH:37][CH:38]=3)[CH:25]=[C:26]([C:28]3[CH:32]=[CH:31][S:30][CH:29]=3)[CH:27]=2)=[CH:12][CH:13]=[CH:14][C:9]=1[O:8][CH2:7][CH2:6][CH2:5][C:4]([OH:46])=[O:3])([OH:43])=[O:42] |f:1.2|. Procedure details: A similar procedure as described in Example 12, step 9 was used, starting from 4-{2-(2-ethoxycarbonyl-ethyl)-3-[6-(5-thiophen-3-yl-biphenyl-3-yloxy)-hexyl]-phenoxy}-butyric acid ethyl ester (85 mg, 0.13 mmol) and 1.0 N aqueous NaOH (8 mL) to afford 4-{2-(2-carboxy-ethyl)-3-[6-(5-thiophen-3-yl-biphenyl-3-yloxy)-hexyl]-phenoxy}-butyric acid (55 mg, 71%) as an amorphous white solid: ES(+)-HRMS m/e calculated for C35H38O6S (M+H)+ 587.2462, found 587.2461. Starting materials: C1(=CC=CC=C1)C(C#N)C1=CC=CC=C1 (diphenylacetonitrile), CC(C)([O-])C.[K+] (potassium tert-butoxide), C(C1=CC=CC=C1)N1C[C@H](CC1)OS(=O)(=O)C1=CC=C(C=C1)C ((S)-1-Benzyl-3-(p-toluenesulfonyloxy)pyrrolidine). The solvent is C1CCOC1 (THF). Reaction conditions: temperature 0 celsius, time 1 hour. Yields the product C(C1=CC=CC=C1)N1C[C@@H](CC1)C(C1=CC=CC=C1)(C1=CC=CC=C1)C#N ((S)-1-Benzyl-3-(1-cyano-1,1-diphenylmethyl)-pyrrolidine). The yield is 110.5%. Reaction SMILES: [C:1]1([CH:7]([C:10]2[CH:15]=[CH:14][CH:13]=[CH:12][CH:11]=2)[C:8]#[N:9])[CH:6]=[CH:5][CH:4]=[CH:3][CH:2]=1.CC(C)([O-])C.[K+].[CH2:22]([N:29]1[CH2:33][CH2:32][C@H:31](OS(C2C=CC(C)=CC=2)(=O)=O)[CH2:30]1)[C:23]1[CH:28]=[CH:27][CH:26]=[CH:25][CH:24]=1>C1COCC1>[CH2:22]([N:29]1[CH2:33][CH2:32][C@@H:31]([C:7]([C:8]#[N:9])([C:1]2[CH:2]=[CH:3][CH:4]=[CH:5][CH:6]=2)[C:10]2[CH:11]=[CH:12][CH:13]=[CH:14][CH:15]=2)[CH2:30]1)[C:23]1[CH:28]=[CH:27][CH:26]=[CH:25][CH:24]=1 |f:1.2|. Reported procedure: To a stirred solution of diphenylacetonitrile (12.18 g, 61.8 mmol) in anhydrous THF (120 mL) at 0° C., potassium tert-butoxide (10.60 g, 94.6 mmol) was added over 5 min. The mixture was stirred at 0° C. for 1 hour. To the mixture at 0° C. was added intermediate (1a) (20.48 g, 61.3 mmol) in one portion. The cold bath was removed and the mixture was stirred for 5-10 minutes at which time the mixture had become a brown homogeneous solution. The mixture was then heated at 40° C. overnight (20±5 hour... Reactants: FC1=C(C=CC(=C1)N(S(=O)(=O)C1=C(C=CC=C1)[N+](=O)[O-])CC=1C=C(C=CC1)C1=C(C=C(C=C1C)OCC1(CCS(CC1)=O)O)C)CCC(=O)OCC (ethyl 3-(2-fluoro-4-{({4′-[(4-hydroxy-1-oxidotetrahydro-2H-thiopyran-4-yl)methoxy]-2′,6′-dimethylbiphenyl-3-yl}methyl)[(2-nitrophenyl)sulfonyl]amino}phenyl)propanoate), SCC(=O)O (mercaptoacetic acid), O.[OH-].[Li+] (lithium hydroxide monohydrate). Run in C(C)(=O)OCC (ethyl acetate), CN(C=O)C (N,N-dimethylformamide). Yields the product FC1=C(C=CC(=C1)NCC=1C=C(C=CC1)C1=C(C=C(C=C1C)OCC1(CCS(CC1)=O)O)C)CCC(=O)OCC (ethyl 3-{2-fluoro-4-[({4′-[(4-hydroxy-1-oxidotetrahydro-2H-thiopyran-4-yl)methoxy]-2′,6′-dimethylbiphenyl-3-yl}methyl)amino]phenyl}propanoate). The yield is 50.6%. RXN SMILES: [F:1][C:2]1[CH:7]=[C:6]([N:8]([CH2:21][C:22]2[CH:23]=[C:24]([C:28]3[C:33]([CH3:34])=[CH:32][C:31]([O:35][CH2:36][C:37]4([OH:44])[CH2:42][CH2:41][S:40](=[O:43])[CH2:39][CH2:38]4)=[CH:30][C:29]=3[CH3:45])[CH:25]=[CH:26][CH:27]=2)S(C2C=CC=CC=2[N+]([O-])=O)(=O)=O)[CH:5]=[CH:4][C:3]=1[CH2:46][CH2:47][C:48]([O:50][CH2:51][CH3:52])=[O:49].SCC(O)=O.O.[OH-].[Li+]>CN(C)C=O.C(OCC)(=O)C>[F:1][C:2]1[CH:7]=[C:6]([NH:8][CH2:21][C:22]2[CH:23]=[C:24]([C:28]3[C:29]([CH3:45])=[CH:30][C:31]([O:35][CH2:36][C:37]4([OH:44])[CH2:42][CH2:41][S:40](=[O:43])[CH2:39][CH2:38]4)=[CH:32][C:33]=3[CH3:34])[CH:25]=[CH:26][CH:27]=2)[CH:5]=[CH:4][C:3]=1[CH2:46][CH2:47][C:48]([O:50][CH2:51][CH3:52])=[O:49] |f:2.3.4|. Reported procedure: To a solution of ethyl 3-(2-fluoro-4-{({4′-[(4-hydroxytetrahydro-2H-thiopyran-4-yl)methoxy]-2′,6′-dimethylbiphenyl-3-yl}methyl) [(2-nitrophenyl)sulfonyl]amino}phenyl)propanoate (2.24 g, 3.04 mmol) in ethyl acetate (15 mL) was added m-chloroperbenzoic acid (70%, 0.46 g, 1.88 mmol) under stirring at 0° C., and the mixture was stirred at room temperature for 3 days. The reaction mixture was washed with 1 M aqueous sodium hydroxide solution and saturated brine, dried over anhydrous magnesium sulfate... Starting materials: CC1=CC=C(CSCC(=O)OCC)C=C1 (ethyl (4-methylbenzylthio)acetate), CC[O-].[Na+] (sodium ethylate), SCC(=O)OCC (ethyl 2-mercaptoacetate), BrCC1=CC=C(C=C1)C(C)C (1-bromomethyl-4-isopropylbenzene), ethanolic solution. Solvent: C(C)O (ethanol). The product is C(C)(C)C1=CC=C(CSCC(=O)OCC)C=C1 (Ethyl (4-isopropylbenzylthio)acetate). As a reaction SMILES: CC1C=CC(C[S:7][CH2:8][C:9]([O:11][CH2:12][CH3:13])=[O:10])=CC=1.Br[CH2:17][C:18]1[CH:23]=[CH:22][C:21]([CH:24]([CH3:26])[CH3:25])=[CH:20][CH:19]=1.CC[O-].[Na+].SCC(OCC)=O>C(O)C>[CH:24]([C:21]1[CH:22]=[CH:23][C:18]([CH2:17][S:7][CH2:8][C:9]([O:11][CH2:12][CH3:13])=[O:10])=[CH:19][CH:20]=1)([CH3:26])[CH3:25] |f:2.3|. Procedure: The procedure is as in Example 29 for the preparation of ethyl (4-methylbenzylthio)acetate, starting with 1-bromomethyl-4-isopropylbenzene (15 g), a 2M ethanolic solution of sodium ethylate (49 cc) and ethyl 2-mercaptoacetate (9.8 g) in ethanol (150 cc). Ethyl (4-isopropylbenzylthio)acetate (17.9 g) is thereby obtained, and is used in the crude state in the subsequent syntheses. Reactants: CCO, C=CCOc1ccc2c(C)cc(=O)oc2c1C(C)=O, O=Cc1ccc(Cl)cc1, [K+], [OH-], O. Product: C=CCOc1ccc2c(C)cc(=O)oc2c1C(=O)C=Cc1ccc(Cl)cc1. Reaction SMILES: [CH3:31][CH2:32][OH:33].[CH3:3][c:4]1[cH:5][c:6](=[O:21])[o:7][c:8]2[c:9]([C:18]([CH3:19])=[O:20])[c:10]([O:14][CH2:15][CH:16]=[CH2:17])[cH:11][cH:12][c:13]12.[Cl:22][c:23]1[cH:24][cH:25][c:26]([CH:27]=[O:28])[cH:29][cH:30]1.[K+:2].[OH-:1].[OH2:34]>>[CH3:3][c:4]1[cH:5][c:6](=[O:21])[o:7][c:8]2[c:9]([C:18]([CH:19]=[CH:27][c:26]3[cH:25][cH:24][c:23]([Cl:22])[cH:30][cH:29]3)=[O:20])[c:10]([O:14][CH2:15][CH:16]=[CH2:17])[cH:11][cH:12][c:13]12.